Dataset: the Open Reaction Database (ORD), a public repository of structured organic reaction records. Task: describe an organic reaction: reactants, conditions, products, and yield Starting materials: O (water), C([O-])([O-])=O.[K+].[K+] (Potassium carbonate), BrCC(=O)OCC (ethyl bromoacetate), Cl.C(C)(=O)N1C(SC2=C1C=CC(=C2)Cl)C2=C(C=CC(=C2)OC)OCCCN(CCC)CCOC (3-Acetyl-6-chloro-2-[2-(3-(N-(2-methoxyethyl)-N-n-propylamino)-propoxy)-5-methoxyphenyl]benzothiazoline hydrochloride). Run in CN(C=O)C (dimethylformamide). Reaction conditions: time 1.5 hour. Yields the product Cl.C(C)(=O)N1C(SC2=C1C=CC(=C2)Cl)C2=C(C=CC(=C2)OC)OCCCN(C(C)C)CC(=O)OCC (3-Acetyl-6-chloro-2-[2-(3-(N-ethoxycarbonylmethyl-N-isopropylamino)propoxy)-5-methoxyphenyl]benzothiazoline hydrochloride). The yield is 180.0%. As a reaction SMILES: [C:1](=O)([O-])[O-].[K+].[K+].Br[CH2:8][C:9]([O:11][CH2:12][CH3:13])=[O:10].Cl.[C:15]([N:18]1[C:22]2[CH:23]=[CH:24][C:25]([Cl:27])=[CH:26][C:21]=2[S:20][CH:19]1[C:28]1[CH:33]=[C:32]([O:34][CH3:35])[CH:31]=[CH:30][C:29]=1[O:36][CH2:37][CH2:38][CH2:39][N:40]([CH2:44][CH2:45]OC)CCC)(=[O:17])[CH3:16].O>CN(C)C=O>[ClH:27].[C:15]([N:18]1[C:22]2[CH:23]=[CH:24][C:25]([Cl:27])=[CH:26][C:21]=2[S:20][CH:19]1[C:28]1[CH:33]=[C:32]([O:34][CH3:35])[CH:31]=[CH:30][C:29]=1[O:36][CH2:37][CH2:38][CH2:39][N:40]([CH2:8][C:9]([O:11][CH2:12][CH3:13])=[O:10])[CH:44]([CH3:45])[CH3:1])(=[O:17])[CH3:16] |f:0.1.2,4.5,8.9|. Procedure: Potassium carbonate (299 mg, 2.16 mmol) and ethyl bromoacetate (0.13 ml, 1.13 mmol) were added to a solution of 3-acetyl-6-chloro-2-[2-(3-(N-isopropylamino)propoxy)-5-methoxyphenyl]benzothiazoline (compound described in Example 3) (474 mg, 1.08 mmol) in anhydrous dimethylformamide at room temperature. The mixture was stirred at room temperature for 1.5 hours, water (30 ml) was added to the reaction mixture, and the whole was extracted with diethyl ether (50 ml). The organic layer was washed with... Starting materials: C=C1COc2ccc(C(=O)OC)cc2C(S(=O)(=O)c2ccccc2)C1, C=CCBr, C[Si](C)(C)[N-][Si](C)(C)C, ClCCl, Cl, [Li+], C1CCOC1, O. Yields the product C=CCC1(S(=O)(=O)c2ccccc2)CC(=C)COc2ccc(C(=O)OC)cc21. Reaction SMILES: [CH2:11]=[C:12]1[CH2:13][O:14][c:15]2[c:16]([cH:28][c:29]([C:32](=[O:33])[O:34][CH3:35])[cH:30][cH:31]2)[CH:17]([S:19](=[O:20])(=[O:21])[c:22]2[cH:23][cH:24][cH:25][cH:26][cH:27]2)[CH2:18]1.[CH2:36]([CH:37]=[CH2:38])[Br:39].[CH3:1][Si:2]([N-:3][Si:4]([CH3:5])([CH3:6])[CH3:7])([CH3:8])[CH3:9].[Cl:46][CH2:47][Cl:48].[ClH:40].[Li+:10].[O:41]1[CH2:42][CH2:43][CH2:44][CH2:45]1.[OH2:49]>>[CH2:11]=[C:12]1[CH2:13][O:14][c:15]2[c:16]([cH:28][c:29]([C:32](=[O:33])[O:34][CH3:35])[cH:30][cH:31]2)[C:17]([S:19](=[O:20])(=[O:21])[c:22]2[cH:23][cH:24][cH:25][cH:26][cH:27]2)([CH2:38][CH:37]=[CH2:36])[CH2:18]1. The reactants are C=CCCCN(CC(C(=O)OC)C(=O)OC(C)(C)C)S(=O)(=O)c1ccccc1[N+](=O)[O-], C1CCOC1, CO, [Li+], [OH-], O. Yields the product C=CCCCN(CC(C(=O)O)C(=O)OC(C)(C)C)S(=O)(=O)c1ccccc1[N+](=O)[O-]. Reaction SMILES: [C:1]([CH3:2])([CH3:3])([CH3:4])[O:5][C:6](=[O:7])[CH:8]([C:9](=[O:10])[O:11][CH3:12])[CH2:13][N:14]([S:15](=[O:16])(=[O:17])[c:18]1[c:19]([N+:24](=[O:25])[O-:26])[cH:20][cH:21][cH:22][cH:23]1)[CH2:27][CH2:28][CH2:29][CH:30]=[CH2:31].[CH2:32]1[O:33][CH2:34][CH2:35][CH2:36]1.[CH3:37][OH:38].[Li+:39].[OH-:40].[OH2:41]>>[C:1]([CH3:2])([CH3:3])([CH3:4])[O:5][C:6](=[O:7])[CH:8]([C:9](=[O:10])[OH:11])[CH2:13][N:14]([S:15](=[O:16])(=[O:17])[c:18]1[c:19]([N+:24](=[O:25])[O-:26])[cH:20][cH:21][cH:22][cH:23]1)[CH2:27][CH2:28][CH2:29][CH:30]=[CH2:31]. The reactants are [Pd](Cl)Cl (palladium(II) chloride), N1=C(C=CC=C1)C=N[C@H]1[C@@H](CCCC1)N=CC1=NC=CC=C1 (trans-N,N′-bispyridin-2-ylmethylenecyclohexane-1,2-diamine), CC#N (CH3CN). Solvent: C1CCOC1 (THF). Run at time 0.2 hour. The product is [Pd](Cl)Cl.N1=C(C=CC=C1)C=N[C@H]1[C@@H](CCCC1)N=CC1=NC=CC=C1 ((trans-N,N′-Bispyridin-2-ylmethylenecyclohexane-1,2-diamine)-palladium(II) chloride). RXN SMILES: [N:1]1[CH:6]=[CH:5][CH:4]=[CH:3][C:2]=1[CH:7]=[N:8][C@@H:9]1[CH2:14][CH2:13][CH2:12][CH2:11][C@H:10]1[N:15]=[CH:16][C:17]1[CH:22]=[CH:21][CH:20]=[CH:19][N:18]=1.[Pd:23]([Cl:25])[Cl:24].CC#N>C1COCC1>[Pd:23]([Cl:25])[Cl:24].[N:1]1[CH:6]=[CH:5][CH:4]=[CH:3][C:2]=1[CH:7]=[N:8][C@@H:9]1[CH2:14][CH2:13][CH2:12][CH2:11][C@H:10]1[N:15]=[CH:16][C:17]1[CH:22]=[CH:21][CH:20]=[CH:19][N:18]=1 |f:4.5|. Procedure: In a baked Schlenk tube, 1.0 g (3.4 mmol) of trans-N,N′-bispyridin-2-ylmethylenecyclohexane-1,2-diamine are dissolved in 40 ml of THF and admixed with 882 mg (3.4 mmol) of palladium(II) chloride*2 CH3CN. After 0.2 h, the solution becomes yellowish. After stirring at room temperature for another 2 hours, the solvent is removed under reduced pressure and the residue is stirred with 10 ml of heptane. Filtration through a G3 frit gives the product as a yellow solid in a yield of 1.45 g (2.92 mmol, 8... Starting materials: [N+](=O)([O-])C=1C=C(CO)C=CC1 (3-nitrobenzyl alcohol), Cl.NCC(CCC(=O)O)=O (5-amino-4-oxopentanoic acid hydrochloride). Run at time 20 hour. Yields the product Cl.NCC(CCC(=O)OCC1=CC(=CC=C1)[N+](=O)[O-])=O (3-Nitrobenzyl 5-amino-4-oxopentanoate Hydrochloride). Reaction SMILES: [N+:1]([C:4]1[CH:5]=[C:6]([CH:9]=[CH:10][CH:11]=1)[CH2:7][OH:8])([O-:3])=[O:2].[ClH:12].[NH2:13][CH2:14][C:15](=[O:21])[CH2:16][CH2:17][C:18](O)=[O:19]>>[ClH:12].[NH2:13][CH2:14][C:15](=[O:21])[CH2:16][CH2:17][C:18]([O:8][CH2:7][C:6]1[CH:9]=[CH:10][CH:11]=[C:4]([N+:1]([O-:3])=[O:2])[CH:5]=1)=[O:19] |f:1.2,3.4|. Reported procedure: From 3-nitrobenzyl alcohol (5.0 g; 33 mmol) and 5-amino-4-oxopentanoic acid hydrochloride (1.0 g; 6.0 mmol). The reaction was complete after 20 h at 100° C. The yield was 1.00 g (55%). Starting materials: [Cl-].[Li+] (lithium chloride), C(CCC)[Sn](C=1C=NC=CC1)(CCCC)CCCC (3-tributylstannylpyridine), C(C1=CC=CC=C1)[C@@H]([C@H](C[C@H](CC1=CC=C(C=C1)Br)NC(=O)OCC1=CC=CC=C1)O[Si](C)(C)C(C)(C)C)NC(OC(C)(C)C)=O (tert-butyl(1S,2S,4S)-1-benzyl-4-{[benzyloxycarbonyl]amino}-5-(4-bromophenyl)-2-{[tert-butyl(dimethyl)silyl]oxy}pentylcarbamate). Reagents/catalysts: Cl[Pd]([P](C1=CC=CC=C1)(C2=CC=CC=C2)C3=CC=CC=C3)([P](C4=CC=CC=C4)(C5=CC=CC=C5)C6=CC=CC=C6)Cl (dichlorobis(triphenylphosphine)palladium(II)). Solvent: CN(C=O)C (N,N-dimethylformamide). Conditions: temperature 100 celsius. The product is C(C1=CC=CC=C1)[C@@H]([C@H](C[C@H](CC1=CC=C(C=C1)C=1C=NC=CC1)NC(=O)OCC1=CC=CC=C1)O[Si](C)(C)C(C)(C)C)NC(OC(C)(C)C)=O (tert-butyl(1S,2S,4S)-1-benzyl-4-{[(benzyloxy)carbonyl]amino}-2-{[tert-butyl(dimethyl)silyl]oxy}-5-(4-pyridin-3-ylphenyl)pentylcarbamate). The yield is 73.4%. Reaction SMILES: [CH2:1]([C@H:8]([NH:39][C:40](=[O:46])[O:41][C:42]([CH3:45])([CH3:44])[CH3:43])[C@@H:9]([O:31][Si:32]([C:35]([CH3:38])([CH3:37])[CH3:36])([CH3:34])[CH3:33])[CH2:10][C@@H:11]([NH:20][C:21]([O:23][CH2:24][C:25]1[CH:30]=[CH:29][CH:28]=[CH:27][CH:26]=1)=[O:22])[CH2:12][C:13]1[CH:18]=[CH:17][C:16](Br)=[CH:15][CH:14]=1)[C:2]1[CH:7]=[CH:6][CH:5]=[CH:4][CH:3]=1.[Cl-].[Li+].C([Sn](CCCC)(CCCC)[C:54]1[CH:55]=[N:56][CH:57]=[CH:58][CH:59]=1)CCC>CN(C)C=O.Cl[Pd](Cl)([P](C1C=CC=CC=1)(C1C=CC=CC=1)C1C=CC=CC=1)[P](C1C=CC=CC=1)(C1C=CC=CC=1)C1C=CC=CC=1>[CH2:1]([C@H:8]([NH:39][C:40](=[O:46])[O:41][C:42]([CH3:45])([CH3:44])[CH3:43])[C@@H:9]([O:31][Si:32]([C:35]([CH3:38])([CH3:37])[CH3:36])([CH3:34])[CH3:33])[CH2:10][C@@H:11]([NH:20][C:21]([O:23][CH2:24][C:25]1[CH:30]=[CH:29][CH:28]=[CH:27][CH:26]=1)=[O:22])[CH2:12][C:13]1[CH:18]=[CH:17][C:16]([C:54]2[CH:55]=[N:56][CH:57]=[CH:58][CH:59]=2)=[CH:15][CH:14]=1)[C:2]1[CH:7]=[CH:6][CH:5]=[CH:4][CH:3]=1 |f:1.2,^1:75,94|. Procedure: To a solution containing the product from Example 92D (0.50 g, 0.70 mmol) in N,N-dimethylformamide (7.0 mL) were added lithium chloride (0.30 g, 7.08 mmol), dichlorobis(triphenylphosphine)palladium(II) (0.150 g, 0.214 mmol), and 3-tributylstannylpyridine (0.776 g, 2.11 mmol), and the mixture was heated to 100° C. for 18 hours. The reaction was filtered, diluted with ethyl acetate and washed with water, and brine, dried over MgSO4, filtered and concentrated. The residue was chromatographed on sil...